From a dataset of the Open Reaction Database (ORD), a public repository of structured organic reaction records. describe an organic reaction: reactants, conditions, products, and yield Reactants: CC(C(=O)O)=CCCC(=CCCC(=CCCC(C)=O)C)C (2,6,10-trimethyl-14-oxo-2,6,10-pentadecatrienoic acid), C(C)N (ethylamine), C(CC)(=O)Cl (propionyl chloride). Yields the product C(C)N(C(CC)=O)CC(=CCCC(=CCCC(=CCCC(C)=O)C)C)C (N-ethyl-N-(2,6,10-trimethyl-14-oxo-2,6,10-pentadecatrienyl)proionamide). Reaction SMILES: [CH3:1][C:2](=[CH:6][CH2:7][CH2:8][C:9]([CH3:21])=[CH:10][CH2:11][CH2:12][C:13]([CH3:20])=[CH:14][CH2:15][CH2:16][C:17](=[O:19])[CH3:18])[C:3](O)=O.[CH2:22]([NH2:24])[CH3:23].[C:25](Cl)(=[O:28])[CH2:26][CH3:27]>>[CH2:22]([N:24]([CH2:3][C:2]([CH3:1])=[CH:6][CH2:7][CH2:8][C:9]([CH3:21])=[CH:10][CH2:11][CH2:12][C:13]([CH3:20])=[CH:14][CH2:15][CH2:16][C:17](=[O:19])[CH3:18])[C:25](=[O:28])[CH2:26][CH3:27])[CH3:23]. Procedure details: Starting materials: 2,6,10-trimethyl-14-oxo-2,6,10-pentadecatrienoic acid; ethylamine (70% aqueous ethylamine solution) and propionyl chloride. Starting materials: C1CCOC1, COC(=O)c1cccc(NC(=O)c2nn(-c3c(Cl)cccc3Cl)nc2COc2ccccc2)c1, [Li+], [OH-], O, O. The product is O=C(O)c1cccc(NC(=O)c2nn(-c3c(Cl)cccc3Cl)nc2COc2ccccc2)c1. Reaction SMILES: [CH2:38]1[O:39][CH2:40][CH2:41][CH2:42]1.[CH3:4][O:5][C:6]([c:7]1[cH:8][c:9]([NH:13][C:14](=[O:15])[c:16]2[n:17][n:18](-[c:29]3[c:30]([Cl:36])[cH:31][cH:32][cH:33][c:34]3[Cl:35])[n:19][c:20]2[CH2:21][O:22][c:23]2[cH:24][cH:25][cH:26][cH:27][cH:28]2)[cH:10][cH:11][cH:12]1)=[O:37].[Li+:3].[OH-:2].[OH2:1].[OH2:43]>>[O:5]=[C:6]([c:7]1[cH:8][c:9]([NH:13][C:14](=[O:15])[c:16]2[n:17][n:18](-[c:29]3[c:30]([Cl:36])[cH:31][cH:32][cH:33][c:34]3[Cl:35])[n:19][c:20]2[CH2:21][O:22][c:23]2[cH:24][cH:25][cH:26][cH:27][cH:28]2)[cH:10][cH:11][cH:12]1)[OH:37]. The reactants are ClCCl (dichloromethane), solution, N1=C(C=CC=C1)NCC(=O)C=1C=CC2=C(N(C3=C(S2)N=CC=N3)COC)C1 ([N-(2-pyridyl)aminometyl](10-methoxymethyl-10H-pyrazino[2,3-b][1,4]benzothiazin-8-yl)ketone), S(=O)(Cl)Cl (thionyl chloride). Run in C(Cl)(Cl)(Cl)Cl (carbon tetrachloride). Yields the product N=1C=C(N2C1C=CC=C2)C=2C=CC1=C(NC3=C(S1)N=CC=N3)C2 (8-(Imidazo[1,2-a]pyridin-3-yl)-10H-pyrazino[2,3-b][1,41-benzothiazine). The yield is 61.6%. Reaction SMILES: [N:1]1[CH:6]=[CH:5][CH:4]=[CH:3][C:2]=1[NH:7][CH2:8][C:9]([C:11]1[CH:12]=[CH:13][C:14]2[S:19][C:18]3[N:20]=[CH:21][CH:22]=[N:23][C:17]=3[N:16](COC)[C:15]=2[CH:27]=1)=O.S(Cl)(Cl)=O.ClCCl>C(Cl)(Cl)(Cl)Cl>[N:7]1[CH:8]=[C:9]([C:11]2[CH:12]=[CH:13][C:14]3[S:19][C:18]4[N:20]=[CH:21][CH:22]=[N:23][C:17]=4[NH:16][C:15]=3[CH:27]=2)[N:1]2[CH:6]=[CH:5][CH:4]=[CH:3][C:2]=12. Procedure: 10 ml of a solution of 200 mg of [N-(2-pyridyl)aminometyl](10-methoxymethyl-10H-pyrazino[2,3-b][1,4]benzothiazin-8-yl)ketone in carbon tetrachloride was stirred at room temperature and 240 mg of thionyl chloride was dropped thereinto. The reaction mixture was distributed into dichloromethane and an aqueous solution of sodium bicarbonate and the organic layer was separated. To the organic layer were added methanol and tetrahydrofuran to give a homogeneous solution. After adding silica gel and dis...